Dataset: the Open Reaction Database (ORD), a public repository of structured organic reaction records. Task: describe an organic reaction: reactants, conditions, products, and yield Reactants: C(C)(=O)NC=1SC=C(N1)C(=O)OCC (ethyl 2-(acetylamino)-1,3-thiazole-4-carboxylate), [OH-].[Na+] (sodium hydroxide), Cl (hydrochloric acid). The solvent is CO (methanol). Run at time 5 hour. The product is C(C)(=O)NC=1SC=C(N1)C(=O)O (2-(acetylamino)-1,3-thiazole-4-carboxylic acid). Isolated yield 74.8%. Reaction SMILES: [C:1]([NH:4][C:5]1[S:6][CH:7]=[C:8]([C:10]([O:12]CC)=[O:11])[N:9]=1)(=[O:3])[CH3:2].[OH-].[Na+].Cl>CO>[C:1]([NH:4][C:5]1[S:6][CH:7]=[C:8]([C:10]([OH:12])=[O:11])[N:9]=1)(=[O:3])[CH3:2] |f:1.2|. Reported procedure: A mixture of ethyl 2-(acetylamino)-1,3-thiazole-4-carboxylate (2 g), 2N sodium hydroxide (7 ml) and methanol (13 ml) was stirred at ambient temperature for 5 hours. The reaction mixture was neutralized by 1N hydrochloric acid (14 ml). The precipitated crystals were filtered and washed with water to give 2-(acetylamino)-1,3-thiazole-4-carboxylic acid (1.3 g).